Dataset: the Open Reaction Database (ORD), a public repository of structured organic reaction records. Task: describe an organic reaction: reactants, conditions, products, and yield The reactants are C(C1=CC=CC=C1)OC(=O)C1=CC=C(OC2=C(C(=C(C(=C2F)F)C2=C(C(=C(C(=C2F)F)F)F)F)F)F)C=C1 (4-(4-benzyloxycarbonylphenoxy)nonafluorobiphenyl), [N+](=O)([O-])C1=C(C=C([O-])C=C1)OCC1=CC=CC=C1.[K+] (potassium 4-nitro-3-benzyloxyphenoxide). Run in CN(C=O)C (dimethylformamide). Conditions: temperature 80 celsius, time 24 hour. Product: [N+](=O)([O-])C1=C(C=C(OC2=C(C(=C(C(=C2F)F)C2=C(C(=C(C(=C2F)F)OC2=CC=C(C=C2)C(=O)OCC2=CC=CC=C2)F)F)F)F)C=C1)OCC1=CC=CC=C1 (4-(4-nitro-3-benzyloxyphenoxy)-4′-(4-benzyloxycarbonylphenoxy)octafluorobiphenyl). The yield is 94.0%. As a reaction SMILES: [CH2:1]([O:8][C:9]([C:11]1[CH:38]=[CH:37][C:14]([O:15][C:16]2[C:21]([F:22])=[C:20]([F:23])[C:19]([C:24]3[C:29]([F:30])=[C:28]([F:31])[C:27](F)=[C:26]([F:33])[C:25]=3[F:34])=[C:18]([F:35])[C:17]=2[F:36])=[CH:13][CH:12]=1)=[O:10])[C:2]1[CH:7]=[CH:6][CH:5]=[CH:4][CH:3]=1.[N+:39]([C:42]1[CH:48]=[CH:47][C:45]([O-:46])=[CH:44][C:43]=1[O:49][CH2:50][C:51]1[CH:56]=[CH:55][CH:54]=[CH:53][CH:52]=1)([O-:41])=[O:40].[K+]>CN(C)C=O>[N+:39]([C:42]1[CH:48]=[CH:47][C:45]([O:46][C:27]2[C:26]([F:33])=[C:25]([F:34])[C:24]([C:19]3[C:18]([F:35])=[C:17]([F:36])[C:16]([O:15][C:14]4[CH:37]=[CH:38][C:11]([C:9]([O:8][CH2:1][C:2]5[CH:7]=[CH:6][CH:5]=[CH:4][CH:3]=5)=[O:10])=[CH:12][CH:13]=4)=[C:21]([F:22])[C:20]=3[F:23])=[C:29]([F:30])[C:28]=2[F:31])=[CH:44][C:43]=1[O:49][CH2:50][C:51]1[CH:52]=[CH:53][CH:54]=[CH:55][CH:56]=1)([O-:41])=[O:40] |f:1.2|. Procedure: 49.9 g of the 4-(4-benzyloxycarbonylphenoxy)nonafluorobiphenyl (0.092 mol) prepared as described in Example 1 and 26.1 g of potassium 4-nitro-3-benzyloxyphenoxide (0.092 mol) are dissolved in 400 ml of dimethylformamide, and the solution is heated to 80° C.; the reaction is complete after 24 hours. The solvent is then removed in a rotary evaporator. The solid residue obtained is washed three times with methanol, filtered off via a Büchner funnel and subsequently dried for 48 hours under nitrogen... Starting materials: BrCC=1C=C(C=CC1)C1=C(SC(=C1)CC(C)C)S(=O)(=O)NC(C)(C)C (3-(3-bromomethylphenyl)-5-iso-butyl-N-tert-butylthiophene-2-sulfonamide), CC=1NC=CN1 (2-methylimidazole). Run in O1CCOCC1 (dioxane). Conditions: temperature 80 celsius, time 1.5 hour. The product is CC=1N(C=CN1)CC=1C=C(C=CC1)C1=C(SC(=C1)CC(C)C)S(=O)(=O)NC(C)(C)C (3-[3-(2-Methylimidazol-1-ylmethyl)phenyl]-5-iso-butyl-N-tert-butylthiophene-2-sulfonamide), syrup. The yield is 77.1%. RXN SMILES: Br[CH2:2][C:3]1[CH:4]=[C:5]([C:9]2[CH:13]=[C:12]([CH2:14][CH:15]([CH3:17])[CH3:16])[S:11][C:10]=2[S:18]([NH:21][C:22]([CH3:25])([CH3:24])[CH3:23])(=[O:20])=[O:19])[CH:6]=[CH:7][CH:8]=1.[CH3:26][C:27]1[NH:28][CH:29]=[CH:30][N:31]=1>O1CCOCC1>[CH3:26][C:27]1[N:28]([CH2:2][C:3]2[CH:4]=[C:5]([C:9]3[CH:13]=[C:12]([CH2:14][CH:15]([CH3:17])[CH3:16])[S:11][C:10]=3[S:18]([NH:21][C:22]([CH3:25])([CH3:24])[CH3:23])(=[O:20])=[O:19])[CH:6]=[CH:7][CH:8]=2)[CH:29]=[CH:30][N:31]=1. Reported procedure: To a solution of 3-(3-bromomethylphenyl)-5-iso-butyl-N-tert-butylthiophene-2-sulfonamide (105 mg, 0.236 mmol; see Example 1(e)) in dioxane (2.0 mL) was added 2-methylimidazole (58 mg, 0.71 mmol) and the reaction mixture was stirred for 1.5 h at 80° C. The reaction mixture was concentrated in vacuo and the residue was purified by flash chromatography using MeOH:CH2Cl2 (6:94) as eluent to give the sub-title compound in 77% yield as a colourless syrup (81 mg, 0.182 mmol). Starting materials: CC(C)(C)C(=O)Oc1cccc2ccccc12 (substrate), CC(=O)c1cn(C)c2ccccc12 (effective_coupling_partner). The reagents and catalysts are dcypt. Reaction conditions: temperature 150 celsius, time 24 hour. Yields the product Cn4cc(C(=O)Cc1cccc2ccccc12)c3ccccc34. Reactants: CCOC(=O)C(Cc1ccsc1)CS(=O)(=O)C(C)(C)C, CCOC(=O)C(Cc1ccsc1)C(=O)OCC. The product is CC(C)(C)S(=O)(=O)CC(Cc1ccsc1)C(=O)O. As a reaction SMILES: [C:1]([CH3:2])([CH3:3])([CH3:4])[S:5](=[O:6])(=[O:7])[CH2:8][CH:9]([C:10](=[O:11])[O:12][CH2:13][CH3:14])[CH2:15][c:16]1[cH:17][s:18][cH:19][cH:20]1.[s:21]1[cH:22][cH:23][c:24]([CH2:25][CH:26]([C:27]([O:28][CH2:29][CH3:30])=[O:31])[C:32]([O:33][CH2:34][CH3:35])=[O:36])[cH:37]1>>[C:1]([CH3:2])([CH3:3])([CH3:4])[S:5](=[O:6])(=[O:7])[CH2:8][CH:9]([C:10](=[O:11])[OH:12])[CH2:15][c:16]1[cH:17][s:18][cH:19][cH:20]1.